Task: describe an organic reaction: reactants, conditions, products, and yield. Dataset: the Open Reaction Database (ORD), a public repository of structured organic reaction records The reactants are CCCN(CCC)C(=O)c1cc(C(=O)OC)cc(-c2noc(C)n2)c1, [I-], [Li+], c1ccncc1. Product: CCCN(CCC)C(=O)c1cc(C(=O)O)cc(-c2noc(C)n2)c1. RXN SMILES: [CH2:1]([CH2:2][CH3:3])[N:4]([C:5](=[O:6])[c:7]1[cH:8][c:9]([C:10](=[O:11])[O:12][CH3:13])[cH:14][c:15](-[c:17]2[n:18][o:19][c:20]([CH3:22])[n:21]2)[cH:16]1)[CH2:23][CH2:24][CH3:25].[I-:26].[Li+:27].[cH:28]1[cH:29][cH:30][n:31][cH:32][cH:33]1>>[CH2:1]([CH2:2][CH3:3])[N:4]([C:5](=[O:6])[c:7]1[cH:8][c:9]([C:10](=[O:11])[OH:12])[cH:14][c:15](-[c:17]2[n:18][o:19][c:20]([CH3:22])[n:21]2)[cH:16]1)[CH2:23][CH2:24][CH3:25]. Starting materials: C=CCc1c(O)ccc2[nH]c3c(c12)CCCC3CC(=O)OCC, ClCc1ccc2ccccc2n1, Cl, [K+], [K+], O=C([O-])[O-], CN(C)C=O, O. Product: C=CCc1c(OCc2ccc3ccccc3n2)ccc2[nH]c3c(c12)CCCC3CC(=O)OCC. Reaction SMILES: [CH2:1]([CH:2]=[CH2:3])[c:4]1[c:5]2[c:6]3[c:11]([nH:12][c:13]2[cH:14][cH:15][c:16]1[OH:17])[CH:10]([CH2:18][C:19](=[O:20])[O:21][CH2:22][CH3:23])[CH2:9][CH2:8][CH2:7]3.[Cl:25][CH2:26][c:27]1[n:28][c:29]2[cH:30][cH:31][cH:32][cH:33][c:34]2[cH:35][cH:36]1.[ClH:24].[K+:37].[K+:38].[O-:39][C:40]([O-:41])=[O:42].[O:44]=[CH:45][N:46]([CH3:47])[CH3:48].[OH2:43]>>[CH2:1]([CH:2]=[CH2:3])[c:4]1[c:5]2[c:6]3[c:11]([nH:12][c:13]2[cH:14][cH:15][c:16]1[O:17][CH2:26][c:27]1[n:28][c:29]2[cH:30][cH:31][cH:32][cH:33][c:34]2[cH:35][cH:36]1)[CH:10]([CH2:18][C:19](=[O:20])[O:21][CH2:22][CH3:23])[CH2:9][CH2:8][CH2:7]3. Reactants: ClC=1C=C2N(C(N1)=O)CC(N2S(=O)(=O)C)(C)C (7-chloro-2,2-dimethyl-1-(methylsulfonyl)-2,3-dihydroimidazo[1,2-c]pyrimidin-5(1H)-one), FC=1C=C(C=C(C1F)F)CO ((3,4,5-trifluorophenyl)methanol), C(=O)([O-])[O-].[K+].[K+] (K2CO3). Run in CN(C=O)C (N,N-dimethylformamide). Product: CC1(NC=2N(C(N=C(C2)OCC2=CC(=C(C(=C2)F)F)F)=O)C1)C (2,2-dimethyl-7-((3,4,5-trifluorobenzyl)oxy)-2,3-dihydroimidazo[1,2-c]pyrimidin-5(1H)-one). Reaction SMILES: Cl[C:2]1[CH:3]=[C:4]2[N:11](S(C)(=O)=O)[C:10]([CH3:17])([CH3:16])[CH2:9][N:5]2[C:6](=[O:8])[N:7]=1.[F:18][C:19]1[CH:20]=[C:21]([CH2:27][OH:28])[CH:22]=[C:23]([F:26])[C:24]=1[F:25].C([O-])([O-])=O.[K+].[K+]>CN(C)C=O>[CH3:16][C:10]1([CH3:17])[CH2:9][N:5]2[C:6](=[O:8])[N:7]=[C:2]([O:28][CH2:27][C:21]3[CH:22]=[C:23]([F:26])[C:24]([F:25])=[C:19]([F:18])[CH:20]=3)[CH:3]=[C:4]2[NH:11]1 |f:2.3.4|. Reported procedure: To a solution of 7-chloro-2,2-dimethyl-1-(methylsulfonyl)-2,3-dihydroimidazo[1,2-c]pyrimidin-5(1H)-one (180 mg, 0.648 mmol) and (3,4,5-trifluorophenyl)methanol (210 mg, 1.30 mmol) in N,N-dimethylformamide (DMF) (3.5 mL) was added K2CO3 (269 mg, 1.94 mmol). The reaction mixture was sealed in a microwave vial and irradiated with a microwave using initial normal to 100° C. for 1 h. Purification via MDAP afforded the title product as a white solid. Starting materials: O=C1CCC(=O)N1Br, ClCCl, OCCCc1ccccc1C(F)(F)F, c1ccc(P(c2ccccc2)c2ccccc2)cc1. Yields the product FC(F)(F)c1ccccc1CCCBr. RXN SMILES: [Br:34][N:35]1[C:36](=[O:37])[CH2:38][CH2:39][C:40]1=[O:41].[CH2:42]([Cl:43])[Cl:44].[F:1][C:2]([c:3]1[c:4]([CH2:9][CH2:10][CH2:11][OH:12])[cH:5][cH:6][cH:7][cH:8]1)([F:13])[F:14].[c:15]1([P:16]([c:17]2[cH:18][cH:19][cH:20][cH:21][cH:22]2)[c:23]2[cH:24][cH:25][cH:26][cH:27][cH:28]2)[cH:29][cH:30][cH:31][cH:32][cH:33]1>>[F:1][C:2]([c:3]1[c:4]([CH2:9][CH2:10][CH2:11][Br:34])[cH:5][cH:6][cH:7][cH:8]1)([F:13])[F:14]. The reactants are CCOC(=O)C=C(C)C=CC=C(c1cc2c(cc1O)C(C)(C)CCC2(C)C)C(F)(F)F, Cl, [Li+], [OH-], O. Yields the product CC(C=CC=C(c1cc2c(cc1O)C(C)(C)CCC2(C)C)C(F)(F)F)=CC(=O)O. Reaction SMILES: [CH2:1]([CH3:2])[O:3][C:4]([CH:5]=[C:6]([CH:7]=[CH:8][CH:9]=[C:10]([C:11]([F:12])([F:13])[F:14])[c:15]1[cH:16][c:17]2[c:22]([cH:23][c:24]1[OH:25])[C:21]([CH3:26])([CH3:27])[CH2:20][CH2:19][C:18]2([CH3:28])[CH3:29])[CH3:30])=[O:31].[ClH:35].[Li+:33].[OH-:32].[OH2:34]>>[O:3]=[C:4]([CH:5]=[C:6]([CH:7]=[CH:8][CH:9]=[C:10]([C:11]([F:12])([F:13])[F:14])[c:15]1[cH:16][c:17]2[c:22]([cH:23][c:24]1[OH:25])[C:21]([CH3:26])([CH3:27])[CH2:20][CH2:19][C:18]2([CH3:28])[CH3:29])[CH3:30])[OH:31]. Reactants: NCCC=1N=C(N(C1)C(C(C)C)C1=NC2=CC(=CC=C2C(N1CC1=CC=CC=C1)=O)Cl)C1=CC=C(C=C1)C (2-{1-[4-(2-Amino-ethyl)-2-p-tolyl-imidazol-1-yl]-2-methyl-propyl}-3-benzyl-7-chloro-3H-quinazolin-4-one), C([O-])([O-])=O.[K+].[K+] (potassium carbonate), BrCC(=O)OC(C)(C)C (tert-butyl bromoacetate), CN(C)C=O (DMF). Run in O (water). Yields the product C(C)(C)(C)OC(CNC(C)C=1N=C(N(C1)C(C(C)C)C1=NC2=CC(=CC=C2C(N1CC1=CC=CC=C1)=O)Cl)C1=CC=C(C=C1)C)=O (2-{1-[1-(3-Benzyl-7-chloro-4-oxo-3,4-dihydro-quinazolin-2-yl)-2-methyl-propyl-2-p-tolyl-1H-imidazol-4-yl}-ethylamino)-acetic acid tert-butyl ester). Yield: 50.0%. Reaction SMILES: N[CH2:2][CH2:3][C:4]1[N:5]=[C:6]([C:32]2[CH:37]=[CH:36][C:35]([CH3:38])=[CH:34][CH:33]=2)[N:7]([CH:9]([C:13]2[N:22]([CH2:23][C:24]3[CH:29]=[CH:28][CH:27]=[CH:26][CH:25]=3)[C:21](=[O:30])[C:20]3[C:15](=[CH:16][C:17]([Cl:31])=[CH:18][CH:19]=3)[N:14]=2)[CH:10]([CH3:12])[CH3:11])[CH:8]=1.C(=O)([O-])[O-].[K+].[K+].Br[CH2:46][C:47]([O:49][C:50]([CH3:53])([CH3:52])[CH3:51])=[O:48].C[N:55](C=O)C>O>[C:50]([O:49][C:47](=[O:48])[CH2:46][NH:55][CH:3]([C:4]1[N:5]=[C:6]([C:32]2[CH:37]=[CH:36][C:35]([CH3:38])=[CH:34][CH:33]=2)[N:7]([CH:9]([C:13]2[N:22]([CH2:23][C:24]3[CH:25]=[CH:26][CH:27]=[CH:28][CH:29]=3)[C:21](=[O:30])[C:20]3[C:15](=[CH:16][C:17]([Cl:31])=[CH:18][CH:19]=3)[N:14]=2)[CH:10]([CH3:11])[CH3:12])[CH:8]=1)[CH3:2])([CH3:53])([CH3:52])[CH3:51] |f:1.2.3|. Procedure: A solution of 2-{1-[4-(2-Amino-ethyl)-2-p-tolyl-imidazol-1-yl]-2-methyl-propyl}-3-benzyl-7-chloro-3H-quinazolin-4-one (181 mg, 0.343 mmol), potassium carbonate (47 mg., 0.343 mmol), and tert-butyl bromoacetate (67 mg., 0.343 mmol) in DMF (2.0 mL) was stirred at room temperature for 4.5 h. The reaction was diluted with water and the resulting white precipitate was filtered and purified by flash chromatography ( silica gel, 95:5 methylene chloride: methanol) to provide the title compound as a whit... Starting materials: CN1C(CN=C(C2=C1C=CC=C2)C2=C(C=CC=C2)F)CNC(C(CC2=CNC1=CC=CC=C21)NC(=O)OC(C)(C)C)=O (1-Methyl-2-[2-((1,1-dimethylethoxy)carbonyl)amino-3-(1H-indol-3-yl)propanoyl]aminomethyl-5-(2'-fluorophenyl)-2,3-dihydro-1H-1,4-benzodiazepine), Cl (hydrogen chloride). Solvent: C(C)(=O)OCC (ethyl acetate). Conditions: temperature 0 celsius. The product is O.Cl.Cl.CN1C(CN=C(C2=C1C=CC=C2)C2=C(C=CC=C2)F)CNC(C(CC2=CNC1=CC=CC=C21)N)=O.O.O.CN2C(CN=C(C1=C2C=CC=C1)C1=C(C=CC=C1)F)CNC(C(CC1=CNC2=CC=CC=C12)N)=O.Cl.Cl (1-methyl-2-[2-amino-3-(1H-indol-3-yl)propanoyl]aminomethyl-5-(2'-fluorophenyl)-2,3-dihydro-1H-1,4-benzodiazepine dihydrochloride sesquihydrate). RXN SMILES: [CH3:1][N:2]1[C:8]2[CH:9]=[CH:10][CH:11]=[CH:12][C:7]=2[C:6]([C:13]2[CH:18]=[CH:17][CH:16]=[CH:15][C:14]=2[F:19])=[N:5][CH2:4][CH:3]1[CH2:20][NH:21][C:22](=[O:42])[CH:23]([NH:34]C(OC(C)(C)C)=[O:36])[CH2:24][C:25]1[C:33]2[C:28](=[CH:29][CH:30]=[CH:31][CH:32]=2)[NH:27][CH:26]=1.[ClH:43]>C(OCC)(=O)C>[OH2:36].[ClH:43].[ClH:43].[CH3:1][N:2]1[C:8]2[CH:9]=[CH:10][CH:11]=[CH:12][C:7]=2[C:6]([C:13]2[CH:18]=[CH:17][CH:16]=[CH:15][C:14]=2[F:19])=[N:5][CH2:4][CH:3]1[CH2:20][NH:21][C:22](=[O:42])[CH:23]([NH2:34])[CH2:24][C:25]1[C:33]2[C:28](=[CH:29][CH:30]=[CH:31][CH:32]=2)[NH:27][CH:26]=1.[OH2:36].[OH2:36].[CH3:1][N:2]1[C:8]2[CH:9]=[CH:10][CH:11]=[CH:12][C:7]=2[C:6]([C:13]2[CH:18]=[CH:17][CH:16]=[CH:15][C:14]=2[F:19])=[N:5][CH2:4][CH:3]1[CH2:20][NH:21][C:22](=[O:42])[CH:23]([NH2:34])[CH2:24][C:25]1[C:33]2[C:28](=[CH:29][CH:30]=[CH:31][CH:32]=2)[NH:27][CH:26]=1.[ClH:43].[ClH:43] |f:3.4.5.6.7.8.9.10.11|. Procedure details: 1-Methyl-2-[2-((1,1-dimethylethoxy)carbonyl)amino-3-(1H-indol-3-yl)propanoyl]aminomethyl-5-(2'-fluorophenyl)-2,3-dihydro-1H-1,4-benzodiazepine (50 mg, 0.08 mmole) was dissolved in 2 ml of ethyl acetate, cooled to 0° C. and treated with hydrogen chloride gas for 1 hour. The solvent and excess hydrogen chloride were removed under reduced pressure to give the product as a foam which was 96% pure by HPLC. The reactants are CC1CCN(C(=O)C2CCCCC2N)CC1, [Na+], C1CCOC1, [OH-], O. Yields the product CC1CCN(CC2CCCCC2N)CC1. RXN SMILES: [NH2:1][CH:2]1[CH:3]([C:8](=[O:9])[N:10]2[CH2:11][CH2:12][CH:13]([CH3:16])[CH2:14][CH2:15]2)[CH2:4][CH2:5][CH2:6][CH2:7]1.[Na+:19].[O:20]1[CH2:21][CH2:22][CH2:23][CH2:24]1.[OH-:18].[OH2:17]>>[NH2:1][CH:2]1[CH:3]([CH2:8][N:10]2[CH2:11][CH2:12][CH:13]([CH3:16])[CH2:14][CH2:15]2)[CH2:4][CH2:5][CH2:6][CH2:7]1. Starting materials: C(C)(=O)O (Acetic acid), [F-].C(CCC)[N+](CCCC)(CCCC)CCCC.C1CCOC1 (tetra-n-butylammonium fluoride THF), C(C=C)OC(=O)N1C[C@H](C[C@H]1C(C1=NC=C2SC=CN21)O)SC=2[C@@H]([C@H]1N(C2C(=O)OCC=C)C([C@@H]1[C@@H](C)O[Si](C)(C)C(C)(C)C)=O)C (allyl(1R,5S,6S)-2-[(3S,5S)-1-allyloxycarbonyl-5-[1-hydroxy-1-(imidazo[5,1-b]thiazol-5-yl)methyl]pyrrolidin-3-yl]thio-6-[(1R)-1-(t-butyldimethylsilyloxy)ethyl]-1-methylcarbapen-2-em-3-carboxylate). The solvent is C1CCOC1 (THF), C(C)(=O)OCC (ethyl acetate). Run at time 39 hour. Yields the product C(C=C)OC(=O)N1C[C@H](C[C@H]1C(C1=NC=C2SC=CN21)O)SC=2[C@@H]([C@H]1N(C2C(=O)OCC=C)C([C@@H]1[C@@H](C)O)=O)C (allyl(1R,5S,6S)-2-[(3S,5S)-1-allyloxycarbonyl-5-[1-hydroxy-1-(imidazo[5,1-b]thiazol-5-yl)methyl]pyrrolidin-3-yl]thio-6-((1R)-1-hydroxyethyl)-1-methylcarbapen-2-em-3-carboxylate). RXN SMILES: C(O)(=O)C.[F-].C([N+](CCCC)(CCCC)CCCC)CCC.C1COCC1.[CH2:28]([O:31][C:32]([N:34]1[C@H:38]([CH:39]([OH:48])[C:40]2[N:47]3[C:43]([S:44][CH:45]=[CH:46]3)=[CH:42][N:41]=2)[CH2:37][C@H:36]([S:49][C:50]2[C@H:51]([CH3:74])[C@@H:52]3[C@@H:62]([C@H:63]([O:65][Si](C(C)(C)C)(C)C)[CH3:64])[C:61](=[O:73])[N:53]3[C:54]=2[C:55]([O:57][CH2:58][CH:59]=[CH2:60])=[O:56])[CH2:35]1)=[O:33])[CH:29]=[CH2:30]>C1COCC1.C(OCC)(=O)C>[CH2:28]([O:31][C:32]([N:34]1[C@H:38]([CH:39]([OH:48])[C:40]2[N:47]3[C:43]([S:44][CH:45]=[CH:46]3)=[CH:42][N:41]=2)[CH2:37][C@H:36]([S:49][C:50]2[C@H:51]([CH3:74])[C@@H:52]3[C@@H:62]([C@H:63]([OH:65])[CH3:64])[C:61](=[O:73])[N:53]3[C:54]=2[C:55]([O:57][CH2:58][CH:59]=[CH2:60])=[O:56])[CH2:35]1)=[O:33])[CH:29]=[CH2:30] |f:1.2.3|. Reported procedure: Acetic acid (0.19 ml) and 1.1 ml of a 1 M tetra-n-butylammonium fluoride/THF are added to a solution of 155 mg of the high polar component (stereoisomer A) of allyl(1R,5S,6S)-2-[(3S,5S)-1-allyloxycarbonyl-5-[1-hydroxy-1-(imidazo[5,1-b]thiazol-5-yl)methyl]pyrrolidin-3-yl]thio-6-[(1R)-1-(t-butyldimethylsilyloxy)ethyl]-1-methylcarbapen-2-em-3-carboxylate in 3.3 ml of anhydrous THF, and the mixture is stirred in an argon atmosphere at room temperature for 39 hr. The reaction solution is diluted with... The reactants are C1(=CC=CC=C1)S(=O)(=O)C(C(=O)NC)=CC1=CC(=C(C(=C1)C(C)(C)C)O)C(C)(C)C (2-(benzenesulfonyl)-3-[3,5-bis(1,1-dimethylethyl)-4-hydroxyphenyl]-N-methylacrylamide), [N-]=[N+]=[N-] (azide). Yields the product CC(C)(C)C=1C=C(C=C(C1O)C(C)(C)C)C=1NN=NC1C(=O)NC (4-[3,5-bis(1,1-dimethylethyl)-4-hydroxyphenyl]-N-methyl-3H-[1,2,3]triazole-5-carboxamide). Reaction SMILES: C1(S([C:10](=[CH:15][C:16]2[CH:21]=[C:20]([C:22]([CH3:25])([CH3:24])[CH3:23])[C:19]([OH:26])=[C:18]([C:27]([CH3:30])([CH3:29])[CH3:28])[CH:17]=2)[C:11]([NH:13][CH3:14])=[O:12])(=O)=O)C=CC=CC=1.[N-:31]=[N+:32]=[N-:33]>>[CH3:30][C:27]([C:18]1[CH:17]=[C:16]([C:15]2[NH:31][N:32]=[N:33][C:10]=2[C:11]([NH:13][CH3:14])=[O:12])[CH:21]=[C:20]([C:22]([CH3:23])([CH3:24])[CH3:25])[C:19]=1[OH:26])([CH3:28])[CH3:29]. Procedure: reacting the product of step b) with a metal azide to yield 4-[3,5-bis(1,1-dimethylethyl)-4-hydroxyphenyl]-N-methyl-3H-[1,2,3]triazole-5-carboxamide.